From a dataset of the Open Reaction Database (ORD), a public repository of structured organic reaction records. describe an organic reaction: reactants, conditions, products, and yield Reactants: Cc1ccc(C(=O)O)cc1, COC(=O)c1ccc(N)cc1. Reagents/catalysts: CC(C)N=C=NC(C)C (DIC), CCOC(=O)C(=NO)C#N (Oxyma). Solvent: CN(C)C=O (DMF), CN(C)C=O (DMF), CN(C)C=O (DMF), CN(C)C=O (DMF), CN(C)C=O (DMF), CN(C)C=O (DMF). Conditions: temperature 25 celsius, time 2 hour. The product is COC(=O)c1ccc(NC(=O)c2ccc(C)cc2)cc1. Yield: 8.6%. Reaction SMILES: COC(=O)c1ccc(N)cc1.Cc1ccc(C(=O)O)cc1.CC(C)N=C=NC(C)C.CCOC(=O)C(=NO)C#N.CN(C)C=O>>COC(=O)c1ccc(NC(=O)c2ccc(C)cc2)cc1. The reactants are C(C1=CC=CC=C1)OC(NC[C@@H]1CC[C@H](CC1)C(NCC1=NC=CN=C1Cl)=O)=O (benzyl((trans)-4-((3-chloropyrazin-2-yl)methylcarbamoyl)cyclohexyl)methylcarbamate), P(=O)(Cl)(Cl)Cl (phosphorus oxychloride), CN(C=O)C (N,N-dimethylformamide). The solvent is C(C)#N (acetonitrile). Reaction conditions: temperature 60 celsius, time 8 hour. Product: C(C1=CC=CC=C1)OC(NC[C@@H]1CC[C@H](CC1)C1=NC=C2N1C=CN=C2Cl)=O (benzyl((trans)-4-(8-chloroimidazo[1,5-a]pyrazin-3-yl)cyclohexyl)methylcarbamate). Isolated yield 86.9%. As a reaction SMILES: [CH2:1]([O:8][C:9](=[O:29])[NH:10][CH2:11][C@H:12]1[CH2:17][CH2:16][C@H:15]([C:18](=O)[NH:19][CH2:20][C:21]2[C:26]([Cl:27])=[N:25][CH:24]=[CH:23][N:22]=2)[CH2:14][CH2:13]1)[C:2]1[CH:7]=[CH:6][CH:5]=[CH:4][CH:3]=1.P(Cl)(Cl)(Cl)=O.CN(C)C=O>C(#N)C>[CH2:1]([O:8][C:9](=[O:29])[NH:10][CH2:11][C@H:12]1[CH2:17][CH2:16][C@H:15]([C:18]2[N:22]3[CH:23]=[CH:24][N:25]=[C:26]([Cl:27])[C:21]3=[CH:20][N:19]=2)[CH2:14][CH2:13]1)[C:2]1[CH:7]=[CH:6][CH:5]=[CH:4][CH:3]=1. Reported procedure: To benzyl((trans)-4-((3-chloropyrazin-2-yl)methylcarbamoyl)cyclohexyl)methylcarbamate (8.79 g, 18.98 mmol) in acetonitrile (anhydrous) (90 ml) were added phosphorus oxychloride (5.31 ml, 56.9 mmol) and N,N-dimethylformamide (a drop) and the mixture was stirred at 60° C. overnight. Then the mixture was concentrated, the residue was dissolved in dichloromethane and quenched with an excess of 7M ammonia in methanol. This mixture was concentrated again and the residue was purified by column chromato... Reactants: OCNC(CCC(=O)OCC1=CC=CC=C1)=O (benzyl N-hydroxymethylsuccinamate), C1(=CC=CC=C1)P(C1=CC=CC=C1)C1=CC=CC=C1 (triphenylphosphine), C(Cl)(Cl)(Cl)Cl (carbon tetrachloride). Yields the product ClCNC(CCC(=O)OCC1=CC=CC=C1)=O (benzyl N-chloromethylsuccinamate). RXN SMILES: O[CH2:2][NH:3][C:4](=[O:17])[CH2:5][CH2:6][C:7]([O:9][CH2:10][C:11]1[CH:16]=[CH:15][CH:14]=[CH:13][CH:12]=1)=[O:8].C1(P(C2C=CC=CC=2)C2C=CC=CC=2)C=CC=CC=1.C(Cl)(Cl)(Cl)[Cl:38]>>[Cl:38][CH2:2][NH:3][C:4](=[O:17])[CH2:5][CH2:6][C:7]([O:9][CH2:10][C:11]1[CH:16]=[CH:15][CH:14]=[CH:13][CH:12]=1)=[O:8]. Procedure: A solution of 24.2 g. (0.10 mole) of benzyl N-hydroxymethylsuccinamate and 28.9 g. (0.11 mole) of triphenylphosphine in 500 ml. carbon tetrachloride is stirred at reflux for 12 hours. After filtering and washing the precipitate with benzene, the organic solvents are removed at 15 - 20 mm. and 30° - 40° C. to give benzyl N-chloromethylsuccinamate of sufficient purity for use in the next step. Run in N1=CC=CC=C1 (pyridine). Reaction conditions: temperature 60 celsius. Reaction SMILES: [CH3:1][C:2]1[C:15]2[NH:14][S:13](=[O:17])(=[O:16])[C:12]3[C:7](=[CH:8][CH:9]=[CH:10][CH:11]=3)[C:6]=2[C:5]([CH3:18])=[CH:4][CH:3]=1.[C:19]1([CH3:29])[CH:24]=[CH:23][C:22]([S:25](Cl)(=[O:27])=[O:26])=[CH:21][CH:20]=1.Cl>N1C=CC=CC=1>[CH3:1][C:2]1[C:15]2[N:14]([S:25]([C:22]3[CH:23]=[CH:24][C:19]([CH3:29])=[CH:20][CH:21]=3)(=[O:27])=[O:26])[S:13](=[O:17])(=[O:16])[C:12]3[C:7](=[CH:8][CH:9]=[CH:10][CH:11]=3)[C:6]=2[C:5]([CH3:18])=[CH:4][CH:3]=1. Yields the product CC1=CC=C(C=2C3=CC=CC=C3S(N(C12)S(=O)(=O)C1=CC=C(C=C1)C)(=O)=O)C (1,4-dimethyl-10-(toluene-4-sulfonyl)-10H-9-thia-10-aza-phenanthrene 9,9-dioxide). Reported procedure: 1,4-Dimethyl-10H—9-thia-10-aza-phenanthrene 9,9-dioxide (2.6 g, 10 mmol) is dissolved in pyridine (10 mL) and treated with p-toluenesulfonyl chloride (2.8 g, 15 mmol). The reaction mixture stirred at 60° C. until TLC shows disappearance of the starting material. The reaction mixture is allowed to cool and then poured into 100 mL of 3N HCl. The mixture is extracted 2×100 mL EtOAc and the combined organic layers are washed with sat. brine, dried over MgSO4, filtered, and concentrated to a solid, w... Starting materials: C1(=CC=C(C=C1)S(=O)(=O)Cl)C (p-toluenesulfonyl chloride), CC1=CC=C(C=2C3=CC=CC=C3S(NC12)(=O)=O)C (1,4-Dimethyl-10H—9-thia-10-aza-phenanthrene 9,9-dioxide), Cl (HCl). The reactants are NC=1C=C(OCC(=O)O)C=CC1 (3-Aminophenoxyacetic acid), C1(=CC=CC=C1)C (toluene), O.C1(=CC=C(C=C1)S(=O)(=O)O)C (p-toluene sulfonic acid monohydrate), C(=O)NNC=O (sym-diformyl hydrazine). Run in CN(C)C=O (DMF). Yields the product N=1N=CN(C1)C=1C=C(OCC(=O)O)C=CC1 ((3-[1,2,4]Triazol-4-yl-phenoxy)-acetic acid). Isolated yield 29.7%. As a reaction SMILES: [NH2:1][C:2]1[CH:3]=[C:4]([CH:10]=[CH:11][CH:12]=1)[O:5][CH2:6][C:7]([OH:9])=[O:8].C1(C)C=CC=CC=1.O.C1(C)C=CC(S(O)(=O)=O)=CC=1.[CH:32]([NH:34][NH:35][CH:36]=O)=O>CN(C=O)C>[N:34]1[N:35]=[CH:36][N:1]([C:2]2[CH:3]=[C:4]([CH:10]=[CH:11][CH:12]=2)[O:5][CH2:6][C:7]([OH:9])=[O:8])[CH:32]=1 |f:2.3|. Procedure details: To a round bottom flask was added (3-amino-phenoxy)-acetic acid 2 (167 mg, 1.0 mmol, 1.0 eq.), toluene (5.0 mL), DMF (0.5 mL), p-toluene sulfonic acid monohydrate (209 mg, 1.1 mmol, 1.1 eq.), and sym-diformyl hydrazine (96.8 mg, 1.1 mmol, 1.1 eq.). The mixture was refluxed overnight. Upon cooling to RT, the reaction mixture separated out into two layers with product in the bottom brown oil layer and toluene in the clear top layer. The toluene layer was removed; water was added to the brown oil a... The reactants are C(=O)C1=NC=C(C(=O)OC)C=C1 (methyl 6-formylnicotinate), CC1=C(C(=CC(=C1)N)C)C1=CC=C(C=C1)C(F)(F)F (2,6-dimethyl-4′-(trifluoromethyl)biphenyl-4-amine). The solvent is C1(=CC=CC=C1)C (toluene). Conditions: temperature 90 celsius, time 8 hour. Product: CC1=C(C(=CC(=C1)NC(CC(C)C)C1=NC=C(C(=O)OC)C=C1)C)C1=CC=C(C=C1)C(F)(F)F (methyl 6-(1-(2,6-dimethyl-4′-(trifluoromethyl)biphenyl-4-ylamino)-3-methylbutyl)nicotinate). The yield is 101.9%. RXN SMILES: [CH:1]([C:3]1[CH:12]=[CH:11][C:6]([C:7]([O:9][CH3:10])=[O:8])=[CH:5][N:4]=1)=O.[CH3:13][C:14]1[CH:19]=[C:18]([NH2:20])[CH:17]=[C:16]([CH3:21])[C:15]=1[C:22]1[CH:27]=[CH:26][C:25]([C:28]([F:31])([F:30])[F:29])=[CH:24][CH:23]=1>C1(C)C=CC=CC=1>[CH3:13][C:14]1[CH:19]=[C:18]([NH:20][CH:1]([C:3]2[CH:12]=[CH:11][C:6]([C:7]([O:9][CH3:10])=[O:8])=[CH:5][N:4]=2)[CH2:5][CH:6]([CH3:11])[CH3:7])[CH:17]=[C:16]([CH3:21])[C:15]=1[C:22]1[CH:27]=[CH:26][C:25]([C:28]([F:30])([F:29])[F:31])=[CH:24][CH:23]=1. Reported procedure: To a solution of methyl 6-formylnicotinate (200 mg, 1.21 mmol) in toluene (8 mL) containing activated molecular sieves was added 2,6-dimethyl-4′-(trifluoromethyl)biphenyl-4-amine (316 mg, 1.33 mmol). The reaction mixture was heated to 90° C. and stirred overnight. The reaction mixture was concentrated and the residue dissolved in tetrahydrofuran (8 mL). The solution was cooled to 0° C. Zinc chloride (3.64 mL of a 1.0M solution in diethyl ether, 3.64 mmol) was added, followed by isobutylmagnesium... Starting materials: CC1N(N=C(C2=C(C1)C=C1C(=C2)OCO1)C1=CC=C(C=C1)[N+](=O)[O-])C(N)=S ((±)-8-Methyl-5-(4-nitrophenyl)-7-thiocarbamoyl-8,9-dihydro-7H-1,3-dioxolo[4,5-h][2,3]benzodiazepine), BrCC(C(=O)OCC)=O (ethyl bromopyruvate). The solvent is CN(C=O)C (dimethylformamide). Reaction conditions: temperature 80 celsius, time 30 minute. Yields the product C(C)OC(=O)C=1N=C(SC1)N1N=C(C2=C(CC1C)C=C1C(=C2)OCO1)C1=CC=C(C=C1)[N+](=O)[O-] ((±)-7-(4-Ethoxycarbonyl-thiazol-2-yl)-8-methyl-5-(4-nitrophenyl)-8,9-dihydro-7H-1,3-dioxolo[4,5-h][2,3]benzodiazepine). The yield is 72.9%. As a reaction SMILES: [CH3:1][CH:2]1[CH2:8][C:7]2[CH:9]=[C:10]3[O:15][CH2:14][O:13][C:11]3=[CH:12][C:6]=2[C:5]([C:16]2[CH:21]=[CH:20][C:19]([N+:22]([O-:24])=[O:23])=[CH:18][CH:17]=2)=[N:4][N:3]1[C:25](=[S:27])[NH2:26].Br[CH2:29][C:30](=O)[C:31]([O:33][CH2:34][CH3:35])=[O:32]>CN(C)C=O>[CH2:34]([O:33][C:31]([C:30]1[N:26]=[C:25]([N:3]2[CH:2]([CH3:1])[CH2:8][C:7]3[CH:9]=[C:10]4[O:15][CH2:14][O:13][C:11]4=[CH:12][C:6]=3[C:5]([C:16]3[CH:17]=[CH:18][C:19]([N+:22]([O-:24])=[O:23])=[CH:20][CH:21]=3)=[N:4]2)[S:27][CH:29]=1)=[O:32])[CH3:35]. Procedure: A mixture of 0.45 g (1.17 mmol) of the starting material I, 0.46 g (2.36 mmol) of ethyl bromopyruvate and 7 ml of dimethylformamide was stirred at 80° C. for 30 min. After cooling the precipitated crystals were filtered off, washed with ethanol and dried to yield 0.41 g (85%) of the title compound; Mp.: 242-243° C. Starting materials: COC1=CC2=C(CC(N(C=C2)CCCCl)=O)C=C1OC (1-(7,8-dimethoxy-1,3-dihydro-2H-3-benzazepin-2-on-3-yl) -3-chloro propane), CNCCC1=CC(=C(C=C1)OC)OC (N-methyl-N-[2-(3,4-dimethoxy-phenyl)-ethyl]-amine). Run in C(C)(=O)OCC.O (ethyl acetate water). Reaction conditions: temperature 100 celsius. Yields the product COC1=CC2=C(CC(NC=C2)=O)C=C1OC.Cl.CN(CCC1=CC(=C(C=C1)OC)OC)CCC (7,8-Dimethoxy-1,3-dihydro-2H-3-benzazepin-2-on 3-[N-methyl-N-(2-{3,4-dimethoxyphenyl}-ethyl)-amino]-propane hydrochloride). As a reaction SMILES: [CH3:1][O:2][C:3]1[C:18]([O:19][CH3:20])=[CH:17][C:6]2[CH2:7][C:8](=[O:16])[N:9]([CH2:12][CH2:13][CH2:14][Cl:15])[CH:10]=[CH:11][C:5]=2[CH:4]=1.CNCCC1C=CC(OC)=C(OC)C=1>C(OCC)(=O)C.O>[CH3:1][O:2][C:3]1[C:18]([O:19][CH3:20])=[CH:17][C:6]2[CH2:7][C:8](=[O:16])[NH:9][CH:10]=[CH:11][C:5]=2[CH:4]=1.[ClH:15].[CH3:10][N:9]([CH2:12][CH2:13][CH3:14])[CH2:8][CH2:7][C:6]1[CH:5]=[CH:4][C:3]([O:2][CH3:1])=[C:18]([O:19][CH3:20])[CH:17]=1 |f:2.3,4.5.6|. Procedure details: A mixture of 5.9 gm (0.02 mol) of 1-(7,8-dimethoxy-1,3-dihydro-2H-3-benzazepin-2-on-3-yl) -3-chloro propane and 11.7 gm (0.0006 mol) of N-methyl-N-[2-(3,4-dimethoxy-phenyl)-ethyl]-amine was heated at 100° C. for 3 hours, then cooled and dissolved in ethyl acetate/water. The organic phase was removed, washed three times with 1% acetic acid and extracted by shaking twice with 2N hydrochloric acid. The hydrochloric acid extract was made alkaline with ammonia and extracted with methylene chloride. T... The reactants are C(C)(=O)O[BH-](OC(C)=O)OC(C)=O (Triacetoxyborohydride), C1NCCC2=C(C=CC=C12)OC1=NC=CC=C1NC(=O)NC1=CC=C(C=C1)OC(F)(F)F (1-(2-(1,2,3,4-tetrahydroisoquinolin-5-yloxy)pyridin-3-yl)-3-(4-(trifluoromethoxy)phenyl)urea), C1(CCCCC1)C=O (cyclohexanecarboxaldehyde), COC(OC)OC (trimethylorthoformate). The solvent is CO (methanol), C(C)(=O)O (acetic acid), C(C)(=O)O (acetic acid), CN1CCCC1=O (NMP). Conditions: time 2.5 hour. Yields the product C1(CCCCC1)CN1CC2=CC=CC(=C2CC1)OC1=NC=CC=C1NC(=O)NC1=CC=C(C=C1)OC(F)(F)F (1-(2-(2-(cyclohexylmethyl)-1,2,3,4-tetrahydroisoquinolin-5-yloxy)pyridin-3-yl)-3-(4-(trifluoromethoxy)phenyl)urea). Isolated yield 29.4%. As a reaction SMILES: [CH2:1]1[C:10]2[C:5](=[C:6]([O:11][C:12]3[C:17]([NH:18][C:19]([NH:21][C:22]4[CH:27]=[CH:26][C:25]([O:28][C:29]([F:32])([F:31])[F:30])=[CH:24][CH:23]=4)=[O:20])=[CH:16][CH:15]=[CH:14][N:13]=3)[CH:7]=[CH:8][CH:9]=2)[CH2:4][CH2:3][NH:2]1.[CH:33]1([CH:39]=O)[CH2:38][CH2:37][CH2:36][CH2:35][CH2:34]1.COC(OC)OC.C(O[BH-](OC(=O)C)OC(=O)C)(=O)C>CO.C(O)(=O)C.CN1C(=O)CCC1>[CH:33]1([CH2:39][N:2]2[CH2:3][CH2:4][C:5]3[C:10](=[CH:9][CH:8]=[CH:7][C:6]=3[O:11][C:12]3[C:17]([NH:18][C:19]([NH:21][C:22]4[CH:27]=[CH:26][C:25]([O:28][C:29]([F:32])([F:30])[F:31])=[CH:24][CH:23]=4)=[O:20])=[CH:16][CH:15]=[CH:14][N:13]=3)[CH2:1]2)[CH2:38][CH2:37][CH2:36][CH2:35][CH2:34]1. Reported procedure: A mixture of 1-(2-(1,2,3,4-tetrahydroisoquinolin-5-yloxy)pyridin-3-yl)-3-(4-(trifluoromethoxy)phenyl)urea (238f, 15 mg, 0.034 mmol), cyclohexanecarboxaldehyde (38 mg, 034 mmol), acetic acid (50 μL) were added to NMP (0.75 mL) and trimethylorthoformate (0.5 mL) and stirred at rt for 2.5 h. Triacetoxyborohydride (36 mg) was added and stirring was continued for 18 h. A solution of acetic acid in methanol (50% v/v, 0.5 mL) was added and reation mixture was directly purified on preparative HPLC to yi... Reactants: CN(C)CCCl, CC(C)O, [Na], CC(=O)Cc1ccc2c(c1)Cc1cccnc1O2. Product: CC(=O)C(CCN(C)C)c1ccc2c(c1)Cc1cccnc1O2. RXN SMILES: [CH3:19][N:20]([CH2:21][CH2:22][Cl:23])[CH3:24].[CH:26]([OH:27])([CH3:28])[CH3:29].[Na:25].[n:1]1[c:2]2[c:3]([cH:4][cH:5][cH:6]1)[CH2:7][c:8]1[c:9]([cH:11][cH:12][c:13]([CH2:15][C:16]([CH3:17])=[O:18])[cH:14]1)[O:10]2>>[n:1]1[c:2]2[c:3]([cH:4][cH:5][cH:6]1)[CH2:7][c:8]1[c:9]([cH:11][cH:12][c:13]([CH:15]([C:16]([CH3:17])=[O:18])[CH2:22][CH2:21][N:20]([CH3:19])[CH3:24])[cH:14]1)[O:10]2.